The task is: describe an organic reaction: reactants, conditions, products, and yield. This data is from the Open Reaction Database (ORD), a public repository of structured organic reaction records. The reactants are [Al+3], c1ccc2c(c1)Cc1ccccc1-2, CC(=O)OC(C)=O, [Cl-], [Cl-], [Cl-], Clc1ccccc1. The product is CC(=O)c1ccc2c(c1)Cc1ccccc1-2. As a reaction SMILES: [Al+3:22].[CH2:1]1[c:2]2[cH:3][cH:4][cH:5][cH:6][c:7]2-[c:8]2[cH:9][cH:10][cH:11][cH:12][c:13]21.[CH3:14][C:15](=[O:16])[O:17][C:18](=[O:19])[CH3:20].[Cl-:21].[Cl-:23].[Cl-:24].[Cl:25][c:26]1[cH:27][cH:28][cH:29][cH:30][cH:31]1>>[CH2:1]1[c:2]2[cH:3][c:4]([C:15]([CH3:14])=[O:16])[cH:5][cH:6][c:7]2-[c:8]2[cH:9][cH:10][cH:11][cH:12][c:13]21.